This data is from the Open Reaction Database (ORD), a public repository of structured organic reaction records. The task is: describe an organic reaction: reactants, conditions, products, and yield The reactants are CC(=O)c1ccccn1, CCN=C=NCCCN(C)C, CCN(C(C)C)C(C)C, Cl, Cl, Cl, NCC(=O)N1CCC(Oc2ccccc2Cl)CC1, CN(C)C=O, O, On1nnc2ccccc21, O=C(O)c1cc(-c2ccccn2)[nH]n1. The product is O=C(NCC(=O)N1CCC(Oc2ccccc2Cl)CC1)c1cc(-c2ccccn2)[nH]n1. RXN SMILES: [C:25]([c:26]1[cH:27][cH:28][cH:29][cH:30][n:31]1)(=[O:32])[CH3:33].[CH3:44][CH2:45][N:46]=[C:47]=[N:48][CH2:49][CH2:50][CH2:51][N:52]([CH3:53])[CH3:54].[CH:1]([N:2]([CH2:3][CH3:4])[CH:5]([CH3:6])[CH3:7])([CH3:8])[CH3:9].[ClH:10].[ClH:55].[ClH:56].[NH2:57][CH2:58][C:59](=[O:60])[N:61]1[CH2:62][CH2:63][CH:64]([O:67][c:68]2[c:69]([Cl:74])[cH:70][cH:71][cH:72][cH:73]2)[CH2:65][CH2:66]1.[O:75]=[CH:76][N:77]([CH3:78])[CH3:79].[OH2:80].[OH:34][n:35]1[c:36]2[c:37]([cH:38][cH:39][cH:40][cH:41]2)[n:42][n:43]1.[n:11]1[c:12](-[c:17]2[cH:18][c:19]([C:22](=[O:23])[OH:24])[n:20][nH:21]2)[cH:13][cH:14][cH:15][cH:16]1>>[n:11]1[c:12](-[c:17]2[cH:18][c:19]([C:22](=[O:24])[NH:57][CH2:58][C:59](=[O:60])[N:61]3[CH2:62][CH2:63][CH:64]([O:67][c:68]4[c:69]([Cl:74])[cH:70][cH:71][cH:72][cH:73]4)[CH2:65][CH2:66]3)[n:20][nH:21]2)[cH:13][cH:14][cH:15][cH:16]1. The reactants are S(=O)(=O)(OCCl)Cl (chloromethyl chlorosulphate), COC=1C=C(C(=O)O)C=C(C1OC)OC (3,4,5-trimethoxybenzoic acid), C(O)([O-])=O.[Na+] (sodium hydrogen carbonate). Reagents/catalysts: S(=O)(=O)(O)[O-].C(CCC)[N+](CCCC)(CCCC)CCCC (tetrabutylammonium hydrogen sulphate). Run in C(Cl)Cl (methylene chloride), C(Cl)Cl.O (methylene chloride water). Reaction conditions: time 2 hour. Product: COC=1C=C(C(=O)OCCl)C=C(C1OC)OC (chloromethyl 3,4,5-trimethoxybenzoate). The yield is 40.5%. As a reaction SMILES: S(Cl)([O:4][CH2:5][Cl:6])(=O)=O.[CH3:8][O:9][C:10]1[CH:11]=[C:12]([CH:16]=[C:17]([O:21][CH3:22])[C:18]=1[O:19][CH3:20])[C:13](O)=[O:14].C(=O)([O-])O.[Na+]>C(Cl)Cl.S([O-])(O)(=O)=O.C([N+](CCCC)(CCCC)CCCC)CCC.C(Cl)Cl.O>[CH3:22][O:21][C:17]1[CH:16]=[C:12]([CH:11]=[C:10]([O:9][CH3:8])[C:18]=1[O:19][CH3:20])[C:13]([O:4][CH2:5][Cl:6])=[O:14] |f:2.3,5.6,7.8|. Procedure details: 19 g of chloromethyl chlorosulphate in 30 ml of methylene chloride are introduced dropwise at room temperature into a stirred mixture of 21.1 g of 3,4,5-trimethoxybenzoic acid, 33.6 g of sodium hydrogen carbonate and 3.4 g of tetrabutylammonium hydrogen sulphate in 600 ml of methylene chloride-water (1:1). In order to complete the reaction, the mixture is stirred at room temperature for a further 2 hours, the two phases are then separated, the aqueous phase is washed with 100 ml of methylene chl...